From a dataset of the Open Reaction Database (ORD), a public repository of structured organic reaction records. describe an organic reaction: reactants, conditions, products, and yield The reactants are Cl (Hydrochloric acid), C1(=CC=CC=C1)CN(C1=NC=2C=CC=CC2C2=C1N=C(N2COCC)CCC(CCl)C)CC2=CC=CC=C2 (N,N-bis(phenylmethyl)-2-(4-chloro-3-methylbutyl)-1-ethoxymethyl-1H-imidazo[4,5-c]quinolin-4-amine), [OH-].[Na+] (sodium hydroxide). Run in C(Cl)Cl (methylene chloride), CO (methanol), CO (methanol). Product: C1(=CC=CC=C1)CN(C1=NC=2C=CC=CC2C2=C1N=C(N2)CCC(CCl)C)CC2=CC=CC=C2 (N,N-bis(phenylmethyl)-2-(4-chloro-3-methylbutyl)-1H-imidazo[4,5-c]quinolin-4-amine). Isolated yield 88.8%. As a reaction SMILES: Cl.[C:2]1([CH2:8][N:9]([CH2:33][C:34]2[CH:39]=[CH:38][CH:37]=[CH:36][CH:35]=2)[C:10]2[C:19]3[N:20]=[C:21]([CH2:27][CH2:28][CH:29]([CH3:32])[CH2:30][Cl:31])[N:22](COCC)[C:18]=3[C:17]3[CH:16]=[CH:15][CH:14]=[CH:13][C:12]=3[N:11]=2)[CH:7]=[CH:6][CH:5]=[CH:4][CH:3]=1.[OH-].[Na+]>CO.C(Cl)Cl>[C:34]1([CH2:33][N:9]([CH2:8][C:2]2[CH:7]=[CH:6][CH:5]=[CH:4][CH:3]=2)[C:10]2[C:19]3[N:20]=[C:21]([CH2:27][CH2:28][CH:29]([CH3:32])[CH2:30][Cl:31])[NH:22][C:18]=3[C:17]3[CH:16]=[CH:15][CH:14]=[CH:13][C:12]=3[N:11]=2)[CH:35]=[CH:36][CH:37]=[CH:38][CH:39]=1 |f:2.3|. Reported procedure: Hydrochloric acid (80 mL of 6N) was added to a suspension of N,N-bis(phenylmethyl)-2-(4-chloro-3-methylbutyl)-1-ethoxymethyl-1H-imidazo[4,5-c]quinolin-4-amine (0.64 g, 1.2 mmole) in methanol (40 mL). The reaction mixture was heated at reflux for 2 hours (All of the methanol was driven off during this period.), diluted with methylene chloride and then made basic with 10% sodium hydroxide. The methylene chloride layer was separated, dried over magnesium sulfate and then concentrated to provide abo... Starting materials: CCCCCCCCCCc1ncc(-c2ccc(O)cc2)s1, CCCCCCC(=O)O, C(=NC1CCCCC1)=NC1CCCCC1, ClCCl, c1cc(N2CCCC2)ccn1. The product is CCCCCCCCCCc1ncc(-c2ccc(OC(=O)CCCCCC)cc2)s1. Reaction SMILES: [CH2:1]([CH2:2][CH2:3][CH2:4][CH2:5][CH2:6][CH2:7][CH2:8][CH2:9][CH3:10])[c:11]1[s:12][c:13](-[c:16]2[cH:17][cH:18][c:19]([OH:22])[cH:20][cH:21]2)[cH:14][n:15]1.[CH3:23][CH2:24][CH2:25][CH2:26][CH2:27][CH2:28][C:29]([OH:30])=[O:31].[CH:32]1([N:33]=[C:34]=[N:35][CH:36]2[CH2:37][CH2:38][CH2:39][CH2:40][CH2:41]2)[CH2:42][CH2:43][CH2:44][CH2:45][CH2:46]1.[Cl:58][CH2:59][Cl:60].[N:47]1([c:48]2[cH:49][cH:50][n:51][cH:52][cH:53]2)[CH2:54][CH2:55][CH2:56][CH2:57]1>>[CH2:1]([CH2:2][CH2:3][CH2:4][CH2:5][CH2:6][CH2:7][CH2:8][CH2:9][CH3:10])[c:11]1[s:12][c:13](-[c:16]2[cH:17][cH:18][c:19]([O:22][C:29]([CH2:28][CH2:27][CH2:26][CH2:25][CH2:24][CH3:23])=[O:30])[cH:20][cH:21]2)[cH:14][n:15]1. Reactants: NC1=CC=CC=C1 (aniline), C(C#CC(=O)OC)(=O)OC (dimethyl but-2-ynedioate), C(C)(=O)O (acetic acid), O=O (O2), O=O (O2). Reagents/catalysts: CC(=O)[O-].CC(=O)[O-].[Pd+2] (Pd(OAc)2). Solvent: CN(C(C)=O)C (N,N-dimethylacetamide). Conditions: temperature 115 celsius, time 18 hour. The product is N1C(=C(C2=CC=CC=C12)C(=O)OC)C(=O)OC (dimethyl 1H-indole-2,3-dicarboxylate). Yield: 54.8%. As a reaction SMILES: [NH2:1][C:2]1[CH:7]=[CH:6][CH:5]=[CH:4][CH:3]=1.[C:8]([O:16][CH3:17])(=[O:15])[C:9]#[C:10][C:11]([O:13][CH3:14])=[O:12].C(O)(=O)C.O=O>CN(C)C(=O)C.CC([O-])=O.CC([O-])=O.[Pd+2]>[NH:1]1[C:2]2[C:7](=[CH:6][CH:5]=[CH:4][CH:3]=2)[C:10]([C:11]([O:13][CH3:14])=[O:12])=[C:9]1[C:8]([O:16][CH3:17])=[O:15] |f:5.6.7|. Reported procedure: A solution of aniline (3.91 ml, 43.0 mmol) and dimethyl but-2-ynedioate (5.28 ml, 43.0 mmol) in N,N-dimethylacetamide (DMA) (194 ml)/acetic acid (64.8 ml) was degassed with O2 for 5 min and treated with Pd(OAc)2 (0.964 g, 4.30 mmol). The reaction mixture was heated to 115° C. and placed under and atmosphere of O2. After 18 h, the reaction was cooled to ambient temperature, filtered through a pad of Celite™, diluted with EtOAc and washed with H2O. The organic was washed with brine, dried (MgSO4),... Starting materials: FC(C1=CC=C(C=C1)CC(=O)O)(F)F ((4-trifluoromethyl-phenyl)-acetic acid), C(=O)(N1C=NC=C1)N1C=NC=C1 (1,1′carbonyldiimidazole), Cl.NCC1=C2C(N(C(=NC2=CC=C1)C)C1C(NC(CC1)=O)=O)=O (3-(5-aminomethyl-2-methyl-4-oxo-4H-quinazolin-3-yl)-piperidine-2,6-dione hydrogen chloride). Solvent: CN(C)C=O (DMF). Conditions: time 1 hour. The product is O=C1NC(CCC1N1C(=NC2=CC=CC(=C2C1=O)CNC(CC1=CC=C(C=C1)C(F)(F)F)=O)C)=O (N-[3-(2,6-dioxo-piperidin-3-yl)-2-methyl-4-oxo-3,4-dihydro-quinazolin-5-ylmethyl]-2-(4-trifluoromethyl-phenyl)-acetamide). Yield: 71.2%. Reaction SMILES: [F:1][C:2]([F:14])([F:13])[C:3]1[CH:8]=[CH:7][C:6]([CH2:9][C:10]([OH:12])=O)=[CH:5][CH:4]=1.C(N1C=CN=C1)(N1C=CN=C1)=O.Cl.[NH2:28][CH2:29][C:30]1[CH:39]=[CH:38][CH:37]=[C:36]2[C:31]=1[C:32](=[O:49])[N:33]([CH:41]1[CH2:46][CH2:45][C:44](=[O:47])[NH:43][C:42]1=[O:48])[C:34]([CH3:40])=[N:35]2>CN(C=O)C>[O:48]=[C:42]1[CH:41]([N:33]2[C:32](=[O:49])[C:31]3[C:36](=[CH:37][CH:38]=[CH:39][C:30]=3[CH2:29][NH:28][C:10](=[O:12])[CH2:9][C:6]3[CH:5]=[CH:4][C:3]([C:2]([F:1])([F:14])[F:13])=[CH:8][CH:7]=3)[N:35]=[C:34]2[CH3:40])[CH2:46][CH2:45][C:44](=[O:47])[NH:43]1 |f:2.3|. Procedure details: To a stirred solution of (4-trifluoromethyl-phenyl)-acetic acid (0.26 g, 1.3 mmol) in DMF (8 mL) in a 40° C. oil bath, was added 1,1′carbonyldiimidazole (0.22 g, 1.4 mmol) and stirred for one hour. To the mixture, 3-(5-aminomethyl-2-methyl-4-oxo-4H-quinazolin-3-yl)-piperidine-2,6-dione hydrogen chloride (0.42 g, 1.3 mmol) was added, and the mixture was stirred for 15 minutes. The solvent was evaporated, and the residue was purified by flash column chromatography (Silica gel, methanol/methylene c... Reactants: CNC1CCN(C)CC1, CCSC1=NC(=O)C(=Cc2ccc3c(cnn3Cc3ccc(C(F)(F)F)cc3C(F)(F)F)c2)S1. Product: CN1CCC(N(C)C2=NC(=O)C(=Cc3ccc4c(cnn4Cc4ccc(C(F)(F)F)cc4C(F)(F)F)c3)S2)CC1. As a reaction SMILES: [CH3:35][NH:36][CH:37]1[CH2:38][CH2:39][N:40]([CH3:43])[CH2:41][CH2:42]1.[F:1][C:2]([c:3]1[c:4]([CH2:5][n:6]2[n:7][cH:8][c:9]3[cH:10][c:11]([CH:15]=[C:16]4[C:17](=[O:24])[N:18]=[C:19]([S:21][CH2:22][CH3:23])[S:20]4)[cH:12][cH:13][c:14]23)[cH:25][cH:26][c:27]([C:29]([F:30])([F:31])[F:32])[cH:28]1)([F:33])[F:34]>>[F:1][C:2]([c:3]1[c:4]([CH2:5][n:6]2[n:7][cH:8][c:9]3[cH:10][c:11]([CH:15]=[C:16]4[C:17](=[O:24])[N:18]=[C:19]([N:36]([CH3:35])[CH:37]5[CH2:38][CH2:39][N:40]([CH3:43])[CH2:41][CH2:42]5)[S:20]4)[cH:12][cH:13][c:14]23)[cH:25][cH:26][c:27]([C:29]([F:30])([F:31])[F:32])[cH:28]1)([F:33])[F:34].